Task: describe an organic reaction: reactants, conditions, products, and yield. Dataset: the Open Reaction Database (ORD), a public repository of structured organic reaction records The reactants are COC(=O)Cc1ccc(Nc2ncccc2[N+](=O)[O-])cc1C, CO. The product is COC(=O)Cc1ccc(Nc2ncccc2N)cc1C. RXN SMILES: [CH3:1][O:2][C:3]([CH2:4][c:5]1[c:6]([CH3:21])[cH:7][c:8]([NH:11][c:12]2[n:13][cH:14][cH:15][cH:16][c:17]2[N+:18]([O-:19])=[O:20])[cH:9][cH:10]1)=[O:22].[CH3:23][OH:24]>>[CH3:1][O:2][C:3]([CH2:4][c:5]1[c:6]([CH3:21])[cH:7][c:8]([NH:11][c:12]2[n:13][cH:14][cH:15][cH:16][c:17]2[NH2:18])[cH:9][cH:10]1)=[O:22]. Reactants: FC1=C(C=C(C(=C1)Cl)OCC)N1N=C(C=C1C)C (1-(2-fluoro-4-chloro-5-ethoxyphenyl)-3,5-dimethylpyrazole), S(=O)(=O)(Cl)Cl (sulfuryl chloride). Solvent: C(Cl)(Cl)Cl (chloroform). Conditions: time 30 minute. Yields the product FC1=C(C=C(C(=C1)Cl)OCC)N1N=C(C(=C1C)Cl)C (1-(2-fluoro-4-chloro-5-ethoxylphenyl)-3,5-dimethyl-4-chloropyrazole). The yield is 98.9%. Reaction SMILES: [F:1][C:2]1[CH:7]=[C:6]([Cl:8])[C:5]([O:9][CH2:10][CH3:11])=[CH:4][C:3]=1[N:12]1[C:16]([CH3:17])=[CH:15][C:14]([CH3:18])=[N:13]1.S(Cl)([Cl:22])(=O)=O>C(Cl)(Cl)Cl>[F:1][C:2]1[CH:7]=[C:6]([Cl:8])[C:5]([O:9][CH2:10][CH3:11])=[CH:4][C:3]=1[N:12]1[C:16]([CH3:17])=[C:15]([Cl:22])[C:14]([CH3:18])=[N:13]1. Procedure details: To a solution of 1-(2-fluoro-4-chloro-5-ethoxyphenyl)-3,5-dimethylpyrazole (26.9 g) in chloroform (200 ml) was added dropwise sulfuryl chloride (13.5 g) for 10 minutes under water-cooling, and the reaction mixture was stirred for further 30 minutes to effect the chlorination reaction. Removal of the solvent from the reaction solution by distillation in vacuo gave the titled compound (30.0 g) as a pale yellow crystalline solid. After recrystallization of the solid from a mixture of n-hexane/ethyl...